Dataset: the Open Reaction Database (ORD), a public repository of structured organic reaction records. Task: describe an organic reaction: reactants, conditions, products, and yield Reactants: CC(C)(C)OC(=O)N1CC(O[Si](C)(C)C(C)(C)C)CC1C=CC(=O)O, CCI, [K+], [K+], O=C([O-])[O-], CN(C)C=O. Product: CCOC(=O)C=CC1CC(O[Si](C)(C)C(C)(C)C)CN1C(=O)OC(C)(C)C. Reaction SMILES: [C:1]([CH3:2])([CH3:3])([CH3:4])[O:5][C:6](=[O:7])[N:8]1[CH:9]([CH:21]=[CH:22][C:23](=[O:24])[OH:25])[CH2:10][CH:11]([O:13][Si:14]([CH3:15])([CH3:16])[C:17]([CH3:18])([CH3:19])[CH3:20])[CH2:12]1.[I:26][CH2:27][CH3:28].[K+:29].[K+:30].[O-:31][C:32]([O-:33])=[O:34].[O:35]=[CH:36][N:37]([CH3:38])[CH3:39]>>[C:1]([CH3:2])([CH3:3])([CH3:4])[O:5][C:6](=[O:7])[N:8]1[CH:9]([CH:21]=[CH:22][C:23](=[O:24])[O:25][CH2:27][CH3:28])[CH2:10][CH:11]([O:13][Si:14]([CH3:15])([CH3:16])[C:17]([CH3:18])([CH3:19])[CH3:20])[CH2:12]1. The reactants are C1(=CC=C(C=C1)C1=C(C=C2C(=N1)N=C(N2COCC[Si](C)(C)C)O[C@@H]2C[C@@H]([C@H](OC2)CO)O[Si](CC)(CC)CC)Cl)C2=CC=CC=C2 (((2R,3 S,5R)-5-((5-([1,1′-biphenyl]-4-yl)-6-chloro-1-((2-(trimethylsilyl)ethoxy)methyl)-1H-imidazo[4,5-b]pyridin-2-yl)oxy)-3-((triethylsilyl)oxy)tetrahydro-2H-pyran-2-yl)methanol), N1=CC=CC=C1 (pyridine), CC(=O)OI1(C=2C=CC=CC2C(=O)O1)(OC(=O)C)OC(=O)C (Dess-Martin periodinane). Run in C(Cl)Cl (DCM). Run at time 2 hour. Product: C1(=CC=C(C=C1)C1=C(C=C2C(=N1)N=C(N2COCC[Si](C)(C)C)O[C@@H]2C[C@@H]([C@H](OC2)C=O)O[Si](CC)(CC)CC)Cl)C2=CC=CC=C2 ((2S,3S,5R)-5-((5-([1,1′-biphenyl]-4-yl)-6-chloro-1-((2-(trimethylsilyl)ethoxy)methyl)-1H-imidazo[4,5-b]pyridin-2-yl)oxy)-3-((triethylsilyl)oxy)tetrahydro-2H-pyran-2-carbaldehyde). As a reaction SMILES: [C:1]1([C:42]2[CH:47]=[CH:46][CH:45]=[CH:44][CH:43]=2)[CH:6]=[CH:5][C:4]([C:7]2[N:12]=[C:11]3[N:13]=[C:14]([O:24][C@H:25]4[CH2:30][O:29][C@H:28]([CH2:31][OH:32])[C@@H:27]([O:33][Si:34]([CH2:39][CH3:40])([CH2:37][CH3:38])[CH2:35][CH3:36])[CH2:26]4)[N:15]([CH2:16][O:17][CH2:18][CH2:19][Si:20]([CH3:23])([CH3:22])[CH3:21])[C:10]3=[CH:9][C:8]=2[Cl:41])=[CH:3][CH:2]=1.N1C=CC=CC=1.CC(OI1(OC(C)=O)(OC(C)=O)OC(=O)C2C=CC=CC1=2)=O>C(Cl)Cl>[C:1]1([C:42]2[CH:43]=[CH:44][CH:45]=[CH:46][CH:47]=2)[CH:6]=[CH:5][C:4]([C:7]2[N:12]=[C:11]3[N:13]=[C:14]([O:24][C@H:25]4[CH2:30][O:29][C@H:28]([CH:31]=[O:32])[C@@H:27]([O:33][Si:34]([CH2:37][CH3:38])([CH2:39][CH3:40])[CH2:35][CH3:36])[CH2:26]4)[N:15]([CH2:16][O:17][CH2:18][CH2:19][Si:20]([CH3:23])([CH3:22])[CH3:21])[C:10]3=[CH:9][C:8]=2[Cl:41])=[CH:3][CH:2]=1. Procedure: To a stirred solution of ((2R,3 S,5R)-5-((5-([1,1′-biphenyl]-4-yl)-6-chloro-1-((2-(trimethylsilyl)ethoxy)methyl)-1H-imidazo[4,5-b]pyridin-2-yl)oxy)-3-((triethylsilyl)oxy)tetrahydro-2H-pyran-2-yl)methanol (56 mg, 0.080 mmol) in anhydrous DCM under nitrogen was added pyridine (13 μL, 12.7 mg, 0.161 mmol) and Dess-Martin periodinane (51 mg, 0.121 mmol). After stirring at room temperature for 2 hours, the mixture was directly loaded onto a Biotage™ 10 g silica gel cartridge and eluted with 0-20% EtO... Starting materials: Cl (hydrochloric acid), O (water), C(C)(=O)NC1=C(C=C2C(OC(=O)C2=C1)CCCC)[N+](=O)[O-] (6-Acetamido-3-butyl-5-nitro-phthalide). Run in C(C)O (ethanol). Conditions: time 8 hour. Yields the product NC1=C(C=C2C(OC(=O)C2=C1)CCCC)[N+](=O)[O-] (6-Amino-3-butyl-5-nitro-phthalide). RXN SMILES: C([NH:4][C:5]1[CH:14]=[C:13]2[C:8]([CH:9]([CH2:15][CH2:16][CH2:17][CH3:18])[O:10][C:11]2=[O:12])=[CH:7][C:6]=1[N+:19]([O-:21])=[O:20])(=O)C.Cl.O>C(O)C>[NH2:4][C:5]1[CH:14]=[C:13]2[C:8]([CH:9]([CH2:15][CH2:16][CH2:17][CH3:18])[O:10][C:11]2=[O:12])=[CH:7][C:6]=1[N+:19]([O-:21])=[O:20]. Reported procedure: To a suspension of 29.2 g of compound obtained in Step A in 25 ml of 95% ethanol there are added 15 ml of hydrochloric acid and 20 ml of water. The mixture is refluxed for 3 hours and put aside at room temperature overnight The solvents are removed under reduced pressure. The residue is treated with 5% NaOH; the solid is collected and washed with water, dried, and crystallised from ethanol giving the title compound. Reactants: CC(C)(C)OC(=O)NC1C(=O)N2C(C(=O)OCC(Cl)(Cl)Cl)=CSCC12, CC(=O)O, CN(C)C=O, Cl, O, [Zn]. Product: CC(C)(C)OC(=O)NC1C(=O)N2C(C(=O)O)=CSCC12. As a reaction SMILES: [C:1]([CH3:2])([CH3:3])([CH3:4])[O:5][C:6](=[O:7])[NH:8][CH:9]1[CH:10]2[CH2:11][S:12][CH:13]=[C:14]([C:18](=[O:19])[O:20][CH2:21][C:22]([Cl:23])([Cl:24])[Cl:25])[N:15]2[C:16]1=[O:17].[CH3:26][C:27](=[O:28])[OH:29].[CH3:31][N:32]([CH3:33])[CH:34]=[O:35].[ClH:30].[OH2:36].[Zn:37]>>[C:1]([CH3:2])([CH3:3])([CH3:4])[O:5][C:6](=[O:7])[NH:8][CH:9]1[CH:10]2[CH2:11][S:12][CH:13]=[C:14]([C:18](=[O:19])[OH:20])[N:15]2[C:16]1=[O:17]. Reactants: [Si](C1=CC=CC=C1)(C1=CC=CC=C1)(C(C)(C)C)OC[C@@H]1C([C@H]2[C@H](OC(O2)(C)C)O1)OC(=S)OC1=CC=CC=C1 ([(3aS,5R,6aS)-5-[[tert-butyl(diphenyl)silyl]oxymethyl]-2,2-dimethyl-3a,5,6,6a-tetrahydrofuro[2,3-d][1,3]dioxol-6-yl]oxy-phenoxy-methanethione), [Si](C1=CC=CC=C1)(C1=CC=CC=C1)(C(C)(C)C)OC[C@@H]1C([C@H]2[C@H](OC(O2)(C)C)O1)OC(=S)OC1=CC=CC=C1 ([(3aS,5R,6aS)-5-[[tert-butyl(diphenyl)silyl]oxymethyl]-2,2-dimethyl-3a,5,6,6a-tetrahydrofuro[2,3-d][1,3]dioxol-6-yl]oxy-phenoxy-methanethione), C[Si](C)(C)[SiH]([Si](C)(C)C)[Si](C)(C)C (tri(trimethylsilyl)silane). The reagents and catalysts are N(=NC(C#N)(C)C)C(C#N)(C)C (azodiisobutyronitrile). Run in C1(=CC=CC=C1)C (toluene). Reaction conditions: temperature 130 celsius. Yields the product CC1(O[C@@H]2[C@H](O1)O[C@@H](C2)CO[Si](C2=CC=CC=C2)(C2=CC=CC=C2)C(C)(C)C)C ([(3aS,5S,6aS)-2,2-dimethyl-3a,5,6,6a-tetrahydrofuro[2,3-d][1,3]dioxol-5-yl]methoxy-tert-butyl-diphenyl-silane). Isolated yield 88.9%. RXN SMILES: [Si:1]([O:18][CH2:19][C@H:20]1[O:29][C@H:23]2[O:24][C:25]([CH3:28])([CH3:27])[O:26][C@H:22]2[CH:21]1OC(OC1C=CC=CC=1)=S)([C:14]([CH3:17])([CH3:16])[CH3:15])([C:8]1[CH:13]=[CH:12][CH:11]=[CH:10][CH:9]=1)[C:2]1[CH:7]=[CH:6][CH:5]=[CH:4][CH:3]=1.C[Si]([SiH]([Si](C)(C)C)[Si](C)(C)C)(C)C>C1(C)C=CC=CC=1.N(C(C)(C)C#N)=NC(C)(C)C#N>[CH3:27][C:25]1([CH3:28])[O:24][C@@H:23]2[O:29][C@H:20]([CH2:19][O:18][Si:1]([C:14]([CH3:17])([CH3:16])[CH3:15])([C:8]3[CH:13]=[CH:12][CH:11]=[CH:10][CH:9]=3)[C:2]3[CH:7]=[CH:6][CH:5]=[CH:4][CH:3]=3)[CH2:21][C@@H:22]2[O:26]1. Reported procedure: To a solution of [(3aS,5R,6aS)-5-[[tert-butyl(diphenyl)silyl]oxymethyl]-2,2-dimethyl-3a,5,6,6a-tetrahydrofuro[2,3-d][1,3]dioxol-6-yl]oxy-phenoxy-methanethione (compound 25c, 17 g, 30 mmol) in toluene (150 mL) was added tri(trimethylsilyl)silane(16.4 g, 66 mmol) and azodiisobutyronitrile (98 mg, 0.6 mmol), the mixture was heated at 130° C. under nitrogen for 3 hours. After the reaction was completed, the reaction was concentrated in vacuo and the residue was purified by column chromatography on s... Starting materials: O=C([O-])[O-], CN(C)C=O, Cc1ccc(CO)cn1, [K+], [K+], Oc1ccccc1, O=S(Cl)Cl. The product is Cc1ccc(COc2ccccc2)cn1. Reaction SMILES: [C:21](=[O:22])([O-:23])[O-:24].[CH3:27][N:28]([CH3:29])[CH:30]=[O:31].[CH3:5][c:6]1[cH:7][cH:8][c:9]([CH2:12][OH:13])[cH:10][n:11]1.[K+:25].[K+:26].[OH:14][c:15]1[cH:16][cH:17][cH:18][cH:19][cH:20]1.[S:1]([Cl:2])([Cl:3])=[O:4]>>[CH3:5][c:6]1[cH:7][cH:8][c:9]([CH2:12][O:13][c:15]2[cH:16][cH:17][cH:18][cH:19][cH:20]2)[cH:10][n:11]1. Starting materials: CCCC(=O)CCC(=O)OCC, C[O-], CO, [Na+], Cc1ccccc1C. Yields the product CCC1C(=O)CCC1=O. Reaction SMILES: [CH2:6]([O:7][C:9]([CH2:10][CH2:11][C:12]([CH2:13][CH2:14][CH3:15])=[O:16])=[O:17])[CH3:8].[CH3:1][O-:2].[CH3:4][OH:5].[Na+:3].[c:18]1([CH3:19])[c:20]([CH3:21])[cH:22][cH:23][cH:24][cH:25]1>>[C:9]1(=[O:17])[CH2:10][CH2:11][C:12](=[O:16])[CH:13]1[CH2:14][CH3:15]. Reactants: ClC1=NC=CC=C1F (2-chloro-3-fluoropyridine), N1CCNCC1 (piperazine). The solvent is C(CCC)O (n-butanol). Yields the product Cl.Cl.FC=1C(=NC=CC1)N1CCNCC1 (1-(3-Fluoro-2-Pyridinyl)Piperazine Dihydrochloride). The yield is 35.0%. RXN SMILES: [Cl:1][C:2]1[C:7]([F:8])=[CH:6][CH:5]=[CH:4][N:3]=1.[NH:9]1[CH2:14][CH2:13][NH:12][CH2:11][CH2:10]1>C(O)CCC>[ClH:1].[ClH:1].[F:8][C:7]1[C:2]([N:9]2[CH2:14][CH2:13][NH:12][CH2:11][CH2:10]2)=[N:3][CH:4]=[CH:5][CH:6]=1 |f:3.4.5|. Reported procedure: A solution of 2-chloro-3-fluoropyridine (500 mg, 4.25 mmol) and anhydrous piperazine (3.66 g, 42.5 mmol) in 40 ml of n-butanol is stirred at reflux for 18 hours. After concentrating to dryness in vacuo, the residue is partitioned between toluene and dilute sodium hydroxide solution (5% w/v). The toluene layer is washed with a saturated sodium chloride solution, dried over Na2SO4, filtered and concentrated to 0.65 g of oil. Upon treatment of the oil with ethanolic hydrogen chloride and crystalliz... The reactants are CC(C)CC(C(=O)OCc1ccccc1)N(CCCO)C(=O)OC(C)(C)C, [N-]=[N+]=[N-], [Na+], Cc1ccc(S(=O)(=O)[O-])cc1, CN(C)C=O, O, Cc1ccc(S(=O)(=O)Cl)cc1, c1ccncc1. The product is CC(C)CC(C(=O)OCc1ccccc1)N(CCCN=[N+]=[N-])C(=O)OC(C)(C)C. Reaction SMILES: [CH2:1]([c:2]1[cH:3][cH:4][cH:5][cH:6][cH:7]1)[O:8][C:9]([CH:10]([N:11]([CH2:12][CH2:13][CH2:14][OH:15])[C:16](=[O:17])[O:18][C:19]([CH3:20])([CH3:21])[CH3:22])[CH2:23][CH:24]([CH3:25])[CH3:26])=[O:27].[N-:51]=[N+:52]=[N-:53].[Na+:50].[O-:39][S:40]([c:41]1[cH:42][cH:43][c:44]([CH3:45])[cH:46][cH:47]1)(=[O:48])=[O:49].[O:60]=[CH:61][N:62]([CH3:63])[CH3:64].[OH2:65].[c:28]1([CH3:29])[cH:30][cH:31][c:32]([S:33]([Cl:34])(=[O:35])=[O:36])[cH:37][cH:38]1.[cH:54]1[cH:55][cH:56][n:57][cH:58][cH:59]1>>[CH2:1]([c:2]1[cH:3][cH:4][cH:5][cH:6][cH:7]1)[O:8][C:9]([CH:10]([N:11]([CH2:12][CH2:13][CH2:14][N:51]=[N+:52]=[N-:53])[C:16](=[O:17])[O:18][C:19]([CH3:20])([CH3:21])[CH3:22])[CH2:23][CH:24]([CH3:25])[CH3:26])=[O:27]. The reactants are C(=O)(O)[O-].[Na+] (NaHCO3), Cl.N1C(OC2(C3=C1N=CC=C3)CCNCC2)=O (spiro[piperidin-4,4′-pyrido[2,3-d][1,3]oxazin]-2′(1′H)-one hydrochloride), ClC1=CC(=NC=N1)OC=1C=C(C2=C(NC(=N2)[C@@H]2OCCC2)C1)C ((R)-6-(6-chloropyrimidin-4-yloxy)-4-methyl-2-(tetrahydrofuran-2-yl)-1H-benzo[d]imidazole), CCN(C(C)C)C(C)C (DIPEA). Run in CN(C)C=O (DMF). Product: CC1=CC(=CC=2NC(=NC21)[C@@H]2OCCC2)OC2=CC(=NC=N2)N2CCC1(C3=C(NC(O1)=O)N=CC=C3)CC2 ((R)-1-(6-(4-methyl-2-(tetrahydrofuran-2-yl)-1H-benzo[d]imidazol-6-yloxy)pyrimidin-4-yl)-spiro[piperidin-4,4′-pyrido[2,3-d][1,3]oxazin]-2′(1′H)-one). As a reaction SMILES: Cl.[NH:2]1[C:7]2[N:8]=[CH:9][CH:10]=[CH:11][C:6]=2[C:5]2([CH2:16][CH2:15][NH:14][CH2:13][CH2:12]2)[O:4][C:3]1=[O:17].Cl[C:19]1[N:24]=[CH:23][N:22]=[C:21]([O:25][C:26]2[CH:27]=[C:28]([CH3:40])[C:29]3[N:33]=[C:32]([C@H:34]4[CH2:38][CH2:37][CH2:36][O:35]4)[NH:31][C:30]=3[CH:39]=2)[CH:20]=1.CCN(C(C)C)C(C)C.C([O-])(O)=O.[Na+]>CN(C=O)C>[CH3:40][C:28]1[C:29]2[N:33]=[C:32]([C@H:34]3[CH2:38][CH2:37][CH2:36][O:35]3)[NH:31][C:30]=2[CH:39]=[C:26]([O:25][C:21]2[N:22]=[CH:23][N:24]=[C:19]([N:14]3[CH2:13][CH2:12][C:5]4([O:4][C:3](=[O:17])[NH:2][C:7]5[N:8]=[CH:9][CH:10]=[CH:11][C:6]4=5)[CH2:16][CH2:15]3)[CH:20]=2)[CH:27]=1 |f:0.1,4.5|. Procedure: 166 mg (0.65 mmol) spiro[piperidin-4,4′-pyrido[2,3-d][1,3]oxazin]-2′(1′H)-one hydrochloride, 205 mg (0.62 mmol) (R)-6-(6-chloropyrimidin-4-yloxy)-4-methyl-2-(tetrahydrofuran-2-yl)-1H-benzo[d]imidazole and 320 μL (1.86 mmol) DIPEA in 5.0 mL DMF were stirred overnight at 50° C. The reaction mixture was purified by chromatography. The fractions containing product were combined and evaporated down i.vac. to leave the aqueous residue. This was neutralised with an aqueous NaHCO3 solution. The precipit...